Dataset: the Open Reaction Database (ORD), a public repository of structured organic reaction records. Task: describe an organic reaction: reactants, conditions, products, and yield The reactants are ClC(C)Cl (dichloroethane), CC(CCCCCC)=O (2-octanone), C(C)(=O)O[BH-](OC(C)=O)OC(C)=O.[Na+] (sodium triacetoxyborohydride), IC1=CC=C(N)C=C1 (4-iodoaniline), C(C)(=O)O (acetic acid). Conditions: time 10 minute. Product: IC1=CC=C(C=C1)NC(C)CCCCCC (N-(4'-iodophenyl)-2-aminooctane). The yield is 88.2%. As a reaction SMILES: [I:1][C:2]1[CH:8]=[CH:7][C:5]([NH2:6])=[CH:4][CH:3]=1.ClC(Cl)C.[CH3:13][C:14](=O)[CH2:15][CH2:16][CH2:17][CH2:18][CH2:19][CH3:20].C(O[BH-](OC(=O)C)OC(=O)C)(=O)C.[Na+].C(O)(=O)C>>[I:1][C:2]1[CH:8]=[CH:7][C:5]([NH:6][CH:14]([CH2:15][CH2:16][CH2:17][CH2:18][CH2:19][CH3:20])[CH3:13])=[CH:4][CH:3]=1 |f:3.4|. Procedure details: A flask containing 4-iodoaniline (11.0 g, 50.2 mmol) was charged with dry dichloroethane (125 ml), 2-octanone (7.9 ml, 50.0 mmol) and sodium triacetoxyborohydride (13.8 g, 65 mmol). After stirring for 10 minutes, acetic acid (2.9 ml, 50.7 mmol) was added via syringe over a 5 minute period. The reaction was stirred under an N2 atmosphere for 16 hrs. At the end of this period the reaction was quenched by the careful addition of a solution of saturated aqueous ammonium chloride (100 ml). After stir... Starting materials: O (Water), C([O-])([O-])=O.[K+].[K+] (Potassium carbonate), BrC1CCCC1 (bromocyclopentane), BrC1=CC(=C(C=C1)O)Cl (4-bromo-2-chlorophenol). The solvent is CN(C=O)C (N,N-dimethylformamide). Reaction conditions: time 4 day. The product is BrC1=CC(=C(C=C1)OC1CCCC1)Cl (4-bromo-2-chloro-1-(cyclopentyloxy)benzene). Isolated yield 98.0%. As a reaction SMILES: C(=O)([O-])[O-].[K+].[K+].Br[CH:8]1[CH2:12][CH2:11][CH2:10][CH2:9]1.[Br:13][C:14]1[CH:19]=[CH:18][C:17]([OH:20])=[C:16]([Cl:21])[CH:15]=1.O>CN(C)C=O>[Br:13][C:14]1[CH:19]=[CH:18][C:17]([O:20][CH:8]2[CH2:12][CH2:11][CH2:10][CH2:9]2)=[C:16]([Cl:21])[CH:15]=1 |f:0.1.2|. Reported procedure: Potassium carbonate (2.0 g) and bromocyclopentane (0.775 mL) were added to a solution of 4-bromo-2-chlorophenol (1.0 g) in N,N-dimethylformamide (10 mL), and the mixture was stirred at room temperature for four days. Water was added to the reaction solution, followed by extraction with ethyl acetate. The organic layer was washed with a saturated ammonium chloride solution and water, dried over anhydrous magnesium sulfate and filtered. The solvent was then evaporated under reduced pressure. The r... The reactants are C([O-])([O-])=O.[K+].[K+] (Potassium carbonate), C(C)(=O)OC1=C(C(=O)NC2=C(C(=O)OC(C)(C)C)C=CC(=C2)C2=CC=CC=C2)C=C(C=C1)Br (tert-butyl 2-(2-acetoxy-5-bromobenzamido)-4-phenylbenzoate), aqueous solution, C(CC(O)(C(=O)O)CC(=O)O)(=O)O (citric acid), C(C)(=O)OCC (ethyl acetate). Run in CO (methanol), O1CCOCC1 (dioxane). Conditions: time 1 hour. The product is BrC=1C=CC(=C(C(=O)NC2=C(C(=O)O)C=CC(=C2)C2=CC=CC=C2)C1)O (2-(5-bromo-2-hydroxybenzamido)-4-phenylbenzoic acid). Isolated yield 70.2%. Reaction SMILES: C(=O)([O-])[O-].[K+].[K+].C([O:10][C:11]1[CH:38]=[CH:37][C:36]([Br:39])=[CH:35][C:12]=1[C:13]([NH:15][C:16]1[CH:28]=[C:27]([C:29]2[CH:34]=[CH:33][CH:32]=[CH:31][CH:30]=2)[CH:26]=[CH:25][C:17]=1[C:18]([O:20]C(C)(C)C)=[O:19])=[O:14])(=O)C.C(O)(=O)CC(CC(O)=O)(C(O)=O)O.C(OCC)(=O)C>CO.O1CCOCC1>[Br:39][C:36]1[CH:37]=[CH:38][C:11]([OH:10])=[C:12]([CH:35]=1)[C:13]([NH:15][C:16]1[CH:28]=[C:27]([C:29]2[CH:34]=[CH:33][CH:32]=[CH:31][CH:30]=2)[CH:26]=[CH:25][C:17]=1[C:18]([OH:20])=[O:19])=[O:14] |f:0.1.2|. Procedure: Potassium carbonate (0.049 g) was added to a solution mixture of tert-butyl 2-(2-acetoxy-5-bromobenzamido)-4-phenylbenzoate (0.060 g) in methanol (1 mL) and dioxane (1 mL), followed by stirring at room temperature for 1 hour. A 10% aqueous solution of citric acid and ethyl acetate were added to the reaction mixture. The organic layer was separated, washed with a saturated aqueous solution of sodium chloride, and dried over anhydrous magnesium sulfate, and the solvent was evaporated under reduced...